Dataset: the Open Reaction Database (ORD), a public repository of structured organic reaction records. Task: describe an organic reaction: reactants, conditions, products, and yield The reactants are O=C([O-])[O-], CC(C)=O, ClCc1cccc2ccccc12, Cl, [K+], [K+], CCOC(=O)c1c[nH]cc1C(=O)OCC. Product: CCOC(=O)c1cn(Cc2cccc3ccccc23)cc1C(=O)OCC. Reaction SMILES: [C:1](=[O:2])([O-:3])[O-:4].[CH3:35][C:36](=[O:37])[CH3:38].[Cl:7][CH2:8][c:9]1[cH:10][cH:11][cH:12][c:13]2[cH:14][cH:15][cH:16][cH:17][c:18]12.[ClH:34].[K+:5].[K+:6].[nH:19]1[cH:20][c:21]([C:29](=[O:30])[O:31][CH2:32][CH3:33])[c:22]([C:24](=[O:25])[O:26][CH2:27][CH3:28])[cH:23]1>>[CH2:8]([c:9]1[cH:10][cH:11][cH:12][c:13]2[cH:14][cH:15][cH:16][cH:17][c:18]12)[n:19]1[cH:20][c:21]([C:29](=[O:30])[O:31][CH2:32][CH3:33])[c:22]([C:24](=[O:25])[O:26][CH2:27][CH3:28])[cH:23]1. The reactants are N1=CC=C(C=C1)C1=C(N=C2C(=N1)N(CCC2)CCCCCCC(=O)OCC)C2=CC=C(C=C2)C (Ethyl 7-(3-(pyridin-4-yl)-2-p-tolyl-7,8-dihydropyrido[2,3-b]pyrazin-5(6H)-yl)heptanoate), [Li+].[OH-] (LiOH). Run in C1CCOC1 (THF), O (water). Run at temperature 70 celsius, time 4 hour. Yields the product N1=CC=C(C=C1)C1=C(N=C2C(=N1)N(CCC2)CCCCCCC(=O)O)C2=CC=C(C=C2)C (7-(3-(Pyridin-4-yl)-2-p-tolyl-7,8-dihydropyrido[2,3-b]pyrazin-5(6H)-yl)heptanoic acid). RXN SMILES: [N:1]1[CH:6]=[CH:5][C:4]([C:7]2[N:12]=[C:11]3[N:13]([CH2:17][CH2:18][CH2:19][CH2:20][CH2:21][CH2:22][C:23]([O:25]CC)=[O:24])[CH2:14][CH2:15][CH2:16][C:10]3=[N:9][C:8]=2[C:28]2[CH:33]=[CH:32][C:31]([CH3:34])=[CH:30][CH:29]=2)=[CH:3][CH:2]=1.[Li+].[OH-]>C1COCC1.O>[N:1]1[CH:6]=[CH:5][C:4]([C:7]2[N:12]=[C:11]3[N:13]([CH2:17][CH2:18][CH2:19][CH2:20][CH2:21][CH2:22][C:23]([OH:25])=[O:24])[CH2:14][CH2:15][CH2:16][C:10]3=[N:9][C:8]=2[C:28]2[CH:29]=[CH:30][C:31]([CH3:34])=[CH:32][CH:33]=2)=[CH:3][CH:2]=1 |f:1.2|. Reported procedure: A solution of ethyl 7-(3-(pyridin-4-yl)-2-p-tolyl-7,8-dihydropyrido[2,3-b]pyrazin-5(6H)-yl)heptanoate (step 2) (15 mg, 0.033 mmol) in THF (2 ml) and water (1 ml) was treated with LiOH (7.83 mg, 0.327 mmol) and stirred at 70° C. for 4 hours. The mixture was cooled to room temperature and concentrated under vacuum. The residue was acidified (1N HCl, pH ˜5) and extracted with DCM (×3). The combined extracts were washed with brine, dried (MgSO4) and evaporated under vacuum to a yellow gum which was ... The solvent is C(C)O (ethanol). The product is C(C1=CC=CC=C1)NC(C1=CN=C(C=C1)NN)=O (N-benzyl-6-hydrazinylnicotinamide). Yield: 61.4%. Starting materials: NN (hydrazine), C(C1=CC=CC=C1)NC(C1=CN=C(C=C1)Cl)=O (N-benzyl-6-chloronicotinamide). Procedure: Combined hydrazine (1.67 mL, 53.3 mmol) and a solution of N-benzyl-6-chloronicotinamide (2.19 g, 8.88 mmol) in ethanol (70 mL) and heated overnight at 100° C. The reaction mixture was then cooled and evaporated to give a solid. The solid was collected by filtration, washed with 70 mL water, and recrystallized from hot ethanol to give the title compound (1.32 g, 61%) as an off-white solid. MS m/z [M+H]+ 243.2. RXN SMILES: [NH2:1][NH2:2].[CH2:3]([NH:10][C:11](=[O:19])[C:12]1[CH:17]=[CH:16][C:15](Cl)=[N:14][CH:13]=1)[C:4]1[CH:9]=[CH:8][CH:7]=[CH:6][CH:5]=1>C(O)C>[CH2:3]([NH:10][C:11](=[O:19])[C:12]1[CH:17]=[CH:16][C:15]([NH:1][NH2:2])=[N:14][CH:13]=1)[C:4]1[CH:9]=[CH:8][CH:7]=[CH:6][CH:5]=1. Reactants: CC(C)([O-])C.[Na+] (sodium tert-butoxide), N1N=NN=C1C[C@H]1C(N[C@@H]([C@H](C1)C1=CC(=CC=C1)Cl)C1=CC=C(C=C1)Cl)=O ((3S,5R,6S)-3-((1H-tetrazol-5-yl)methyl)-5-(3-chlorophenyl)-6-(4-chlorophenyl)piperidin-2-one), BrCC1CC1 ((bromomethyl)cyclopropane). The solvent is CN(C)C=O (DMF). Conditions: temperature 0 celsius. Yields the product N1N=NN=C1C[C@H]1C(N([C@@H]([C@H](C1)C1=CC(=CC=C1)Cl)C1=CC=C(C=C1)Cl)CC1CC1)=O ((3S,5R,6S)-3-((1H-tetrazol-5-yl)methyl)-5-(3-chlorophenyl)-6-(4-chlorophenyl)-1-(cyclopropylmethyl)piperidin-2-one). As a reaction SMILES: [NH:1]1[C:5]([CH2:6][C@@H:7]2[CH2:12][C@H:11]([C:13]3[CH:18]=[CH:17][CH:16]=[C:15]([Cl:19])[CH:14]=3)[C@@H:10]([C:20]3[CH:25]=[CH:24][C:23]([Cl:26])=[CH:22][CH:21]=3)[NH:9][C:8]2=[O:27])=[N:4][N:3]=[N:2]1.[CH3:28][C:29]([CH3:32])([O-])[CH3:30].[Na+].BrCC1CC1>CN(C=O)C>[NH:4]1[C:5]([CH2:6][C@@H:7]2[CH2:12][C@H:11]([C:13]3[CH:18]=[CH:17][CH:16]=[C:15]([Cl:19])[CH:14]=3)[C@@H:10]([C:20]3[CH:21]=[CH:22][C:23]([Cl:26])=[CH:24][CH:25]=3)[N:9]([CH2:28][CH:29]3[CH2:32][CH2:30]3)[C:8]2=[O:27])=[N:1][N:2]=[N:3]1 |f:1.2|. Procedure details: A solution of (3S,5R,6S)-3-((1H-tetrazol-5-yl)methyl)-5-(3-chlorophenyl)-6-(4-chlorophenyl)piperidin-2-one (Example 60, Step A) (65 mg, 0.162 mmol) in DMF (1.6 mL) was cooled to 0° C. and sodium tert-butoxide (31.1 mg, 0.323 mmol) was added. The reaction mixture was stirred at 0° C. for ten minutes before adding (bromomethyl)cyclopropane (78 μL, 0.808 mmol). The reaction mixture was warmed to room temperature and stirred for 16 hours, quenched with saturated ammonium chloride and diluted with wa... Starting materials: [Al+3], CC(=CC(CO)NC(=O)OC(C)(C)C)CP(=O)(OC(C)C)OC(C)C, CCOCC, [H-], [H-], [H-], [H-], [K+], [Li+], O, O=S(=O)([O-])O. The product is CC(=CC(NC(=O)OC(C)(C)C)C(=O)O)CP(=O)(OC(C)C)OC(C)C. As a reaction SMILES: [Al+3:2].[C:7]([CH3:8])([CH3:9])([CH3:10])[O:11][C:12]([NH:13][CH:14]([CH2:15][OH:16])[CH:17]=[C:18]([CH2:19][P:20](=[O:21])([O:22][CH:23]([CH3:24])[CH3:25])[O:26][CH:27]([CH3:28])[CH3:29])[CH3:30])=[O:31].[CH3:32][CH2:33][O:34][CH2:35][CH3:36].[H-:1].[H-:4].[H-:5].[H-:6].[K+:42].[Li+:3].[OH2:43].[S:37]([O-:38])([OH:39])(=[O:40])=[O:41]>>[C:7]([CH3:8])([CH3:9])([CH3:10])[O:11][C:12]([NH:13][CH:14]([C:15](=[O:16])[OH:34])[CH:17]=[C:18]([CH2:19][P:20](=[O:21])([O:22][CH:23]([CH3:24])[CH3:25])[O:26][CH:27]([CH3:28])[CH3:29])[CH3:30])=[O:31]. Starting materials: O=C([O-])[O-], CN(C)C=O, COC(=O)c1cc(C=O)ccc1O, Cc1oc(-c2ccco2)nc1CCl, [K+], [K+], O. Yields the product COC(=O)c1cc(C=O)ccc1OCc1nc(-c2ccco2)oc1C. As a reaction SMILES: [C:14](=[O:15])([O-:16])[O-:17].[CH3:33][N:34]([CH3:35])[CH:36]=[O:37].[CH:20](=[O:21])[c:22]1[cH:23][cH:24][c:25]([OH:32])[c:26]([C:27](=[O:28])[O:29][CH3:30])[cH:31]1.[Cl:1][CH2:2][c:3]1[n:4][c:5](-[c:9]2[o:10][cH:11][cH:12][cH:13]2)[o:6][c:7]1[CH3:8].[K+:18].[K+:19].[OH2:38]>>[CH2:2]([c:3]1[n:4][c:5](-[c:9]2[o:10][cH:11][cH:12][cH:13]2)[o:6][c:7]1[CH3:8])[O:32][c:25]1[cH:24][cH:23][c:22]([CH:20]=[O:21])[cH:31][c:26]1[C:27](=[O:28])[O:29][CH3:30]. RXN SMILES: [F:1][C:2]1[CH:3]=[N:4][C:5]2[C:10]([C:11]=1I)=[CH:9][CH:8]=[CH:7][CH:6]=2.O1CCCC1.C(=O)([O-])[O-].[Cs+].[Cs+].[NH:24]1[C:32]2[C:27](=[CH:28][N:29]=[CH:30][CH:31]=2)[CH2:26][CH2:25]1>CC1(C)C2C(=C(P(C3C=CC=CC=3)C3C=CC=CC=3)C=CC=2)OC2C(P(C3C=CC=CC=3)C3C=CC=CC=3)=CC=CC1=2.O>[N:24]1([C:11]2[C:10]3[C:5](=[CH:6][CH:7]=[CH:8][CH:9]=3)[N:4]=[CH:3][C:2]=2[F:1])[C:32]2[CH:31]=[CH:30][N:29]=[CH:28][C:27]=2[CH2:26][CH2:25]1 |f:2.3.4|. The reagents and catalysts are CC1(C2=C(C(=CC=C2)P(C3=CC=CC=C3)C4=CC=CC=C4)OC5=C(C=CC=C51)P(C6=CC=CC=C6)C7=CC=CC=C7)C (xantphos). Yields the product N1(CCC=2C=NC=CC21)C2=C(C=NC1=CC=CC=C21)F (4-(2,3-Dihydro-pyrrolo [3,2-c]pyridin-1-yl)-3-fluoro-quinoline). Procedure: 3-Fluoro-4-iodo-quinoline (0.2 g, 0.73 mmol) was placed in a 25 ml round bottomed flask and to it was added tetrahydrofuran (15 ml), xantphos (0.015 g, 0.02 mmol), cesium carbonate (0.476 g, 1.4 mmol), 5-azaindoline (0.087 g, 0.73 mmol). The mixture was degassed for 5 mins. Tris(dibenzylidineacetone) dipalladium(0) (0.0025 g, 0.0025 mmol) was added and the mixture was heated to 80° C. for 48 hrs. Water was and compound extracted into ethyl acetate, dried over sodium sulfate and concentrated in r... Starting materials: FC=1C=NC2=CC=CC=C2C1I (3-Fluoro-4-iodo-quinoline), Tris(dibenzylidineacetone) dipalladium(0), O1CCCC1 (tetrahydrofuran), C([O-])([O-])=O.[Cs+].[Cs+] (cesium carbonate), N1CCC2=CN=CC=C12 (5-azaindoline). The solvent is O (Water). Reaction conditions: temperature 80 celsius. Yield: 68.2%.